Dataset: the Open Reaction Database (ORD), a public repository of structured organic reaction records. Task: describe an organic reaction: reactants, conditions, products, and yield Reactants: O (water), OC1=NC=CC=C1 (hydroxy-pyridine), C(C)OC(CBr)=O (bromo-acetic acid ethyl ester), C(=O)([O-])[O-].[K+].[K+] (K2CO3). Solvent: CC(=O)C (acetone). Product: COC(C[C@H]1OCCC1)=O ((S)-(tetrahydro-furan-2-yl)-acetic acid methyl ester). As a reaction SMILES: [OH:1][C:2]1[CH:7]=[CH:6][CH:5]=CN=1.[CH2:8]([O:10][C:11](=[O:14])[CH2:12]Br)C.C([O-])([O-])=O.[K+].[K+].O>CC(C)=O>[CH3:8][O:10][C:11](=[O:14])[CH2:12][C@@H:2]1[CH2:7][CH2:6][CH2:5][O:1]1 |f:2.3.4|. Procedure: A mixture of crude hydroxy-pyridine 22b (30.0 g, 0.151 mol), bromo-acetic acid ethyl ester (16.9 ml, 0.151 mol) and K2CO3 (41.7 g, 0.301 mol) in acetone (1000 mL) is heated to reflux for 5 h. The mixture is cooled to RT, poured into water (800 mL) and extracted with EtOAc (500 mL×2). The combined organic layers are washed with brine, dried (Na2SO4). The solvent is evaporated and the residue is purified by column to afford ester 22c.